From a dataset of the Open Reaction Database (ORD), a public repository of structured organic reaction records. describe an organic reaction: reactants, conditions, products, and yield The reactants are ClCCl, CC(C)(C)OC(=O)NC(CC(=O)N1CCCC(c2nc3ccccc3[nH]2)C1)Cc1ccc(-c2ccccc2)cc1. The product is NC(CC(=O)N1CCCC(c2nc3ccccc3[nH]2)C1)Cc1ccc(-c2ccccc2)cc1. Reaction SMILES: [Cl:41][CH2:42][Cl:43].[nH:1]1[c:2]([CH:10]2[CH2:11][N:12]([C:16]([CH2:17][CH:18]([CH2:19][c:20]3[cH:21][cH:22][c:23](-[c:26]4[cH:27][cH:28][cH:29][cH:30][cH:31]4)[cH:24][cH:25]3)[NH:32][C:33](=[O:34])[O:35][C:36]([CH3:37])([CH3:38])[CH3:39])=[O:40])[CH2:13][CH2:14][CH2:15]2)[n:3][c:4]2[c:5]1[cH:6][cH:7][cH:8][cH:9]2>>[nH:1]1[c:2]([CH:10]2[CH2:11][N:12]([C:16]([CH2:17][CH:18]([CH2:19][c:20]3[cH:21][cH:22][c:23](-[c:26]4[cH:27][cH:28][cH:29][cH:30][cH:31]4)[cH:24][cH:25]3)[NH2:32])=[O:40])[CH2:13][CH2:14][CH2:15]2)[n:3][c:4]2[c:5]1[cH:6][cH:7][cH:8][cH:9]2. The reactants are [BH4-].[Na+] (Sodium borohydride), C[C@@]12CC([C@]3(CCO[C@@H]4N(C([C@H]1[C@H]34)=O)C3=CC(=C(C#N)C=C3)C(F)(F)F)O2)=O (4-((1R,4R,5S,8S,12R)-4-methyl-2,6-dioxo-9,13-dioxa-7-azatetracyclo[6.3.1.11,4.05,12]tridec-7-yl)-2-(trifluoromethyl)benzonitrile). The solvent is C1CCOC1 (THF), CO (MeOH). Run at time 15 minute. Yields the product O[C@H]1[C@@]23CCO[C@@H]4N(C([C@H]([C@@](C1)(O3)C)[C@H]24)=O)C2=CC(=C(C#N)C=C2)C(F)(F)F (4-((1R,2R,4R,5S,8S,12R)-2-hydroxy-4-methyl-6-oxo-9,13-dioxa-7-azatetracyclo[6.3.1.11,4.05,12]tridec-7-yl)-2-(trifluoromethyl)benzonitrile). Isolated yield 99.5%. As a reaction SMILES: [BH4-].[Na+].[CH3:3][C@:4]12[O:29][C@:7]3([C@@H:15]4[C@@H:11]([N:12]([C:17]5[CH:24]=[CH:23][C:20]([C:21]#[N:22])=[C:19]([C:25]([F:28])([F:27])[F:26])[CH:18]=5)[C:13](=[O:16])[C@H:14]14)[O:10][CH2:9][CH2:8]3)[C:6](=[O:30])[CH2:5]2>C1COCC1.CO>[OH:30][C@@H:6]1[CH2:5][C@@:4]2([CH3:3])[O:29][C@@:7]31[C@@H:15]1[C@@H:11]([N:12]([C:17]4[CH:24]=[CH:23][C:20]([C:21]#[N:22])=[C:19]([C:25]([F:26])([F:27])[F:28])[CH:18]=4)[C:13](=[O:16])[C@H:14]21)[O:10][CH2:9][CH2:8]3 |f:0.1|. Procedure details: Sodium borohydride (0.56 g, 14.7 mmol) was added in portions to a solution of Example 5 (2.9 g, 7.39 mmol) in THF (10 mL) and MeOH (10 mL) at 0° C. The reaction mixture was stirred for 15 min and quenched with drop-wise addition of aqueous saturated ammonium chloride (20 mL). The organic solvents were removed in vacuo and the residue was extracted with EtOAc. The organic layer was dried over anhydrous magnesium sulfate, filtered, and concentrated. The crude material was purified by silica gel ch... Starting materials: COC1=CC=C2C(=NNC2=C1)C (6-Methoxy-3-methyl-1H-indazole), [H-].[Na+] (sodium hydride), ClCC(C)=O (chloroacetone). Solvent: [Cl-].[NH4+] (ammonium chloride), CN(C)C=O (DMF). Reaction conditions: temperature 60 celsius, time 30 minute. Product: COC1=CC=C2C(=NN(C2=C1)CC(C)=O)C (1-(6-Methoxy-3-methyl-indazol-1-yl)-propan-2-one). Yield: 88.9%. Reaction SMILES: [CH3:1][O:2][C:3]1[CH:11]=[C:10]2[C:6]([C:7]([CH3:12])=[N:8][NH:9]2)=[CH:5][CH:4]=1.[H-].[Na+].Cl[CH2:16][C:17](=[O:19])[CH3:18]>CN(C=O)C.[Cl-].[NH4+]>[CH3:1][O:2][C:3]1[CH:11]=[C:10]2[C:6]([C:7]([CH3:12])=[N:8][N:9]2[CH2:16][C:17](=[O:19])[CH3:18])=[CH:5][CH:4]=1 |f:1.2,5.6|. Reported procedure: To a solution of the product from Step A (1.1 g, 6.7 mmol) in DMF (10 ml) was added sodium hydride (60% in oil, 0.41 g, 10.2 mmol) at room temperature. After stirring for 30 min, chloroacetone (0.79 ml, 10.2 mmol) was added, and the solution heated at 60° C. for 6 h. The reaction mixture was diluted with a saturated aqueous solution of ammonium chloride (10 ml) and extracted with ethyl acetate (3×65 ml). The combined extracts were washed with brine (10 ml), dried (MgSO4), and evaporated to give ... Starting materials: [BH4-], CCOC(=O)CCc1ccc(C#N)cc1OCCNC(=O)OC(C)(C)C, [Li+], C1CCOC1. Yields the product CC(C)(C)OC(=O)NCCOc1cc(C#N)ccc1CCCO. Reaction SMILES: [BH4-:27].[C:1]([CH3:2])([CH3:3])([CH3:4])[O:5][C:6](=[O:7])[NH:8][CH2:9][CH2:10][O:11][c:12]1[c:13]([CH2:20][CH2:21][C:22](=[O:23])[O:24][CH2:25][CH3:26])[cH:14][cH:15][c:16]([C:18]#[N:19])[cH:17]1.[Li+:28].[O:29]1[CH2:30][CH2:31][CH2:32][CH2:33]1>>[C:1]([CH3:2])([CH3:3])([CH3:4])[O:5][C:6](=[O:7])[NH:8][CH2:9][CH2:10][O:11][c:12]1[c:13]([CH2:20][CH2:21][CH2:22][OH:23])[cH:14][cH:15][c:16]([C:18]#[N:19])[cH:17]1. Starting materials: ClC=1C=C(C=CC1)CC(=O)O (3-Chlorophenylacetic acid), C1CC(=O)N(C1=O)Br (NBS). Solvent: C(Cl)(Cl)(Cl)Cl (carbon tetrachloride). Yields the product BrC(C(=O)O)C1=CC(=CC=C1)Cl (α-bromo-3-chlorophenylacetic acid). RXN SMILES: [Cl:1][C:2]1[CH:3]=[C:4]([CH2:8][C:9]([OH:11])=[O:10])[CH:5]=[CH:6][CH:7]=1.C1C(=O)N([Br:19])C(=O)C1>C(Cl)(Cl)(Cl)Cl>[Br:19][CH:8]([C:4]1[CH:5]=[CH:6][CH:7]=[C:2]([Cl:1])[CH:3]=1)[C:9]([OH:11])=[O:10]. Reported procedure: 3-Chlorophenylacetic acid (20.90 g, 122.51 mmol) and NBS (23.50 g, 132.03 mmol) were dissolved in carbon tetrachloride (300 mL), then BPO (300 mg) was added, the resulting reaction was heated to reflux under a sunlamp for 5 hours, then cooled to room temperature, filtered and concentrated to give the desired α-bromo-3-chlorophenylacetic acid. 1.40 g of this α-bromo-3-chlorophenylacetic acid was reacted with 3,4-dimethylphenol (686 mg) according to the General procedure C to give 1.47 g of the de... The reactants are CO, Cl, O=C(O)C1(c2ccccc2)CCCCCC1. The product is COC(=O)C1(c2ccccc2)CCCCCC1. As a reaction SMILES: [CH3:18][OH:19].[ClH:17].[c:1]1([C:7]2([C:14](=[O:15])[OH:16])[CH2:8][CH2:9][CH2:10][CH2:11][CH2:12][CH2:13]2)[cH:2][cH:3][cH:4][cH:5][cH:6]1>>[c:1]1([C:7]2([C:14](=[O:15])[O:16][CH3:18])[CH2:8][CH2:9][CH2:10][CH2:11][CH2:12][CH2:13]2)[cH:2][cH:3][cH:4][cH:5][cH:6]1. The reactants are CCO, COC(=O)COc1nc(Cl)ccc1[N+](=O)[O-], O=[Pt]. The product is COC(=O)COc1nc(Cl)ccc1N. As a reaction SMILES: [CH3:19][CH2:20][OH:21].[Cl:1][c:2]1[cH:3][cH:4][c:5]([N+:14]([O-:15])=[O:16])[c:6]([O:8][CH2:9][C:10](=[O:11])[O:12][CH3:13])[n:7]1.[Pt:17]=[O:18]>>[Cl:1][c:2]1[cH:3][cH:4][c:5]([NH2:14])[c:6]([O:8][CH2:9][C:10](=[O:11])[O:12][CH3:13])[n:7]1.